Dataset: the Open Reaction Database (ORD), a public repository of structured organic reaction records. Task: describe an organic reaction: reactants, conditions, products, and yield Starting materials: [O-]CC.[Na+] (sodium ethoxide), [Na] (sodium), BrCCCC1=CC=CC=C1 (1-bromo-3-phenylpropane), [O-]CC.[Na+] (sodium ethoxide), C(C)C(C(=O)NC(C(=O)[O-])C(=O)[O-])CC (diethylacetamidomalonate). The solvent is C(C)O (ethanol), C(C)O (ethanol). Conditions: time 1.5 hour. Yields the product COC([C@H](N)COCC1=CC=CC=C1)=O (O-benzyl-D-serine methyl ester). The yield is 98.0%. As a reaction SMILES: [O-][CH2:2]C.[Na+].[Na].C(C(CC)C([NH:11][CH:12]([C:16]([O-:18])=[O:17])[C:13]([O-:15])=O)=O)C.BrCC[CH2:24][C:25]1[CH:30]=[CH:29][CH:28]=[CH:27][CH:26]=1>C(O)C>[CH3:2][O:18][C:16](=[O:17])[C@@H:12]([CH2:13][O:15][CH2:24][C:25]1[CH:30]=[CH:29][CH:28]=[CH:27][CH:26]=1)[NH2:11] |f:0.1,^1:4|. Procedure: A solution of sodium ethoxide was generated by the addition of sodium metal (52.89 grams, 2.3007 mol) over 3 hours to ethanol (1500 mL). To the sodium ethoxide solution at ambient temperature was added a solution of diethylacetamidomalonate (499.75 grams, 2.3007 mol) dissolved in ethanol (225 mL). The reaction mixture was stirred for 1.5 hours at ambient temperature. 1-bromo-3-phenylpropane (458.07 grams, 2.3007 mol) was added over 15 minutes and the reaction mixture was refluxed until complete ... The reactants are O=C(O)C(=O)O, CC(N)C(=O)N(CC(=O)OC(C)(C)C)C1Cc2ccccc2C1, CCCC[N-]C(=O)C(=O)CCc1ccccc1. The product is CCCCNC(=O)C(CCc1ccccc1)NC(C)C(=O)N(CC(=O)OC(C)(C)C)C1Cc2ccccc2C1. RXN SMILES: [C:1]([OH:2])(=[O:3])[C:4]([OH:5])=[O:6].[C:7]([CH3:8])([CH3:9])([CH3:10])[O:11][C:12]([CH2:13][N:14]([CH:15]1[CH2:16][c:17]2[cH:18][cH:19][cH:20][cH:21][c:22]2[CH2:23]1)[C:24]([CH:25]([NH2:26])[CH3:27])=[O:28])=[O:29].[CH2:30]([CH2:31][CH2:32][CH3:33])[N-:34][C:35]([C:36]([CH2:37][CH2:38][c:39]1[cH:40][cH:41][cH:42][cH:43][cH:44]1)=[O:45])=[O:46]>>[C:7]([CH3:8])([CH3:9])([CH3:10])[O:11][C:12]([CH2:13][N:14]([CH:15]1[CH2:16][c:17]2[cH:18][cH:19][cH:20][cH:21][c:22]2[CH2:23]1)[C:24]([CH:25]([NH:26][CH:36]([C:35]([NH:34][CH2:30][CH2:31][CH2:32][CH3:33])=[O:46])[CH2:37][CH2:38][c:39]1[cH:40][cH:41][cH:42][cH:43][cH:44]1)[CH3:27])=[O:28])=[O:29]. Reactants: [BH4-], CO, CCCc1n[nH]c(C(N)=O)c1[N+](=O)[O-], [Na+], O. Product: CCCc1n[nH]c(C(N)=O)c1N. Reaction SMILES: [BH4-:15].[CH3:18][OH:19].[N+:1]([O-:2])(=[O:3])[c:4]1[c:5]([CH2:12][CH2:13][CH3:14])[n:6][nH:7][c:8]1[C:9](=[O:10])[NH2:11].[Na+:16].[OH2:17]>>[NH2:1][c:4]1[c:5]([CH2:12][CH2:13][CH3:14])[n:6][nH:7][c:8]1[C:9](=[O:10])[NH2:11]. Starting materials: C(C)OC(=O)C=1C(=NC2=CC=CC=C2N1)Cl (2-Chloro-3-quinoxalinecarboxylic acid ethyl ester), CNC(=S)N (monomethylthiourea). Run in CC(=O)C (acetone). The product is Cl.C(C)OC(=O)C=1C(=NC2=CC=CC=C2N1)SC(NC)=N (2-[(Imino(methylamino)methyl)thio]-3-quinoxalinecarboxylic acid ethyl ester, hydrochloride). Reaction SMILES: [CH2:1]([O:3][C:4]([C:6]1[C:7]([Cl:16])=[N:8][C:9]2[C:14]([N:15]=1)=[CH:13][CH:12]=[CH:11][CH:10]=2)=[O:5])[CH3:2].[CH3:17][NH:18][C:19]([NH2:21])=[S:20]>CC(C)=O>[ClH:16].[CH2:1]([O:3][C:4]([C:6]1[C:7]([S:20][C:19](=[NH:21])[NH:18][CH3:17])=[N:8][C:9]2[C:14]([N:15]=1)=[CH:13][CH:12]=[CH:11][CH:10]=2)=[O:5])[CH3:2] |f:3.4|. Procedure: 2-Chloro-3-quinoxalinecarboxylic acid ethyl ester (4.733 g., 0.02 mole) and 1.803 g. (0.02 mole) of monomethylthiourea were dissolved in 100 ml. of acetone and the solution as stirred at reflux for 11/2 hours, cooled, and filtered to give 5.62 g. of crude solid. Extraction of the crude solid with boiling acetonitrile left 3.14 g. of insoluble product, m.p. 180° (dec.). The reactants are C(C)NC(=O)C1=NOC(=C1C1=CC=C(C=C1)CN1CCOCC1)C1=C(C=CC(=C1)Cl)OCC1=CC=CC=C1 (ethyl 5-(2-benzyloxy-5-chloro-phenyl)-4-(4-morpholin-4-ylmethyl-phenyl)-isoxazole-3-carboxamide), B(Cl)(Cl)Cl (BCl3). Run in C(Cl)Cl (DCM), C(Cl)Cl (DCM). Conditions: temperature 0 celsius, time 3.5 hour. The product is C(C)NC(=O)C1=NOC(=C1C1=CC=C(C=C1)CN1CCOCC1)C1=C(C=CC(=C1)Cl)O (Ethyl 5-(5-chloro-2-hydroxy-phenyl)-4-(4-morpholin-4-ylmethyl-phenyl)-isoxazole-3-carboxamide). The yield is 57.8%. As a reaction SMILES: [CH2:1]([NH:3][C:4]([C:6]1[C:10]([C:11]2[CH:16]=[CH:15][C:14]([CH2:17][N:18]3[CH2:23][CH2:22][O:21][CH2:20][CH2:19]3)=[CH:13][CH:12]=2)=[C:9]([C:24]2[CH:29]=[C:28]([Cl:30])[CH:27]=[CH:26][C:25]=2[O:31]CC2C=CC=CC=2)[O:8][N:7]=1)=[O:5])[CH3:2].B(Cl)(Cl)Cl>C(Cl)Cl>[CH2:1]([NH:3][C:4]([C:6]1[C:10]([C:11]2[CH:16]=[CH:15][C:14]([CH2:17][N:18]3[CH2:23][CH2:22][O:21][CH2:20][CH2:19]3)=[CH:13][CH:12]=2)=[C:9]([C:24]2[CH:29]=[C:28]([Cl:30])[CH:27]=[CH:26][C:25]=2[OH:31])[O:8][N:7]=1)=[O:5])[CH3:2]. Procedure details: To a solution of ethyl 5-(2-benzyloxy-5-chloro-phenyl)-4-(4-morpholin-4-ylmethyl-phenyl)-isoxazole-3-carboxamide (25 mg, 4.7×10−2 mmol) in DCM (5 ml) at 0° C., 1M BCl3 in DCM (0.15 ml) was added. The resulting cloudy yellow solution was then stirred at 0° C. for 15 minutes and room temperature 3 to 4 hours until it became clear. After that, the solution was quenched by MeOH (1 ml). Sat. NaHCO3 (1 ml) was then added and extracted with EtOAc (2×2 ml) and dried. After the solvent was filtered and e...